The task is: describe an organic reaction: reactants, conditions, products, and yield. This data is from the Open Reaction Database (ORD), a public repository of structured organic reaction records. Reactants: CCOC=C(C(=O)OCC)C(=O)OCC (diethyl ethoxymethylene malonate), ClC=1C=CC2=C(NC(CO2)C)C1 (6-chloro-3,4-dihydro-3-methyl-2H-1,4-benzoxazine), polyphosphoric acid. The product is ClC1=CC=C2C=3N(C(CO2)C)C=C(C(C13)=O)C(=O)OCC (ethyl 8-chloro-2,3-dihydro-3-methyl-7-oxo-7H-pyrido[1,2,3-de]-1,4-benzoxazine-6-carboxylate). Reaction SMILES: CCO[CH:4]=[C:5]([C:11]([O:13]CC)=O)[C:6]([O:8][CH2:9][CH3:10])=[O:7].[Cl:16][C:17]1[CH:18]=[CH:19][C:20]2[O:25][CH2:24][CH:23]([CH3:26])[NH:22][C:21]=2[CH:27]=1>>[Cl:16][C:17]1[C:27]2[C:11](=[O:13])[C:5]([C:6]([O:8][CH2:9][CH3:10])=[O:7])=[CH:4][N:22]3[CH:23]([CH3:26])[CH2:24][O:25][C:20]([C:21]=23)=[CH:19][CH:18]=1. Reported procedure: Using the method of Example 1, diethyl ethoxymethylene malonate is reacted with 6-chloro-3,4-dihydro-3-methyl-2H-1,4-benzoxazine and the product reacted with polyphosphoric acid to provide ethyl 8-chloro-2,3-dihydro-3-methyl-7-oxo-7H-pyrido[1,2,3-de]-1,4-benzoxazine-6-carboxylate, m.p. 205°-206° C.